From a dataset of the Open Reaction Database (ORD), a public repository of structured organic reaction records. describe an organic reaction: reactants, conditions, products, and yield The reactants are C(CCCCCCCCC)Br (decyl bromide), SC(C)O (mercaptoethanol), C([O-])([O-])=O.[K+].[K+] (potassium carbonate). Solvent: CC(=O)C (acetone). Conditions: time 2 day. Product: C(CCCCCCCCC)SCCO (2-(decylthio)ethanol). The yield is 94.0%. Reaction SMILES: [C:1](=[O:4])([O-])[O-].[K+].[K+].[CH2:7](Br)[CH2:8][CH2:9][CH2:10][CH2:11][CH2:12][CH2:13][CH2:14][CH2:15][CH3:16].[SH:18][CH:19](O)C>CC(C)=O>[CH2:7]([S:18][CH2:19][CH2:1][OH:4])[CH2:8][CH2:9][CH2:10][CH2:11][CH2:12][CH2:13][CH2:14][CH2:15][CH3:16] |f:0.1.2|. Procedure: Under nitrogen, to a suspension of potassium carbonate (27 g, 200 mmol) in acetone (100 ml) was added decyl bromide (10 ml, 50 mmol) and mercaptoethanol (4.4 ml, 63 mmol). The suspension was stirred at room temperature for 2 days, then partitioned between water and 80% hexane/ethyl acetate. The organic phase was washed with 2N sodium hydroxide, dried over magnesium sulfate, and the volatiles removed under vacuum to give 2-(decylthio)ethanol (10.2 g, 47 mmol) as a colorless liquid that was used w...